The task is: describe an organic reaction: reactants, conditions, products, and yield. This data is from the Open Reaction Database (ORD), a public repository of structured organic reaction records. Reactants: [NH4+].[Cl-] (NH4Cl), [H-].C(C(C)C)[Al+]CC(C)C (diisobutyl-aluminium hydride), C(C)N1CCN(CC1)C(=O)C1=CC=C(C=C1)C1=CC2=C(N=CN=C2OC=2C(=C3C=C(NC3=CC2)C)F)N1 ((4-ethyl-piperazin-1-yl)-{4-[4-(4-fluoro-2-methyl-1H-indol-5-yloxy)-7H-pyrrolo[2,3-d]pyrimidin-6-yl]-phenyl}methanone), saturated solution, [O-]S(=O)(=O)[O-].[Na+].[Na+] (Na2SO4). Solvent: CCOC(=O)C (EtOAc), O (water), C1CCOC1 (THF). Reaction conditions: time 3 hour. Product: C(C)N1CCN(CC1)CC1=CC=C(C=C1)C1=CC2=C(N=CN=C2OC=2C(=C3C=C(NC3=CC2)C)F)N1 (6-[4-(4-Ethyl-piperazin-1-ylmethyl)-phenyl]-4-(4-fluoro-2-methyl-1H-indol-5-yloxy)-7H-pyrrolo[2,3-d]pyrimidine). Reaction SMILES: [H-].C([Al+]CC(C)C)C(C)C.[CH2:11]([N:13]1[CH2:18][CH2:17][N:16]([C:19]([C:21]2[CH:26]=[CH:25][C:24]([C:27]3[NH:47][C:30]4[N:31]=[CH:32][N:33]=[C:34]([O:35][C:36]5[C:37]([F:46])=[C:38]6[C:42](=[CH:43][CH:44]=5)[NH:41][C:40]([CH3:45])=[CH:39]6)[C:29]=4[CH:28]=3)=[CH:23][CH:22]=2)=O)[CH2:15][CH2:14]1)[CH3:12].[NH4+].[Cl-].[O-]S([O-])(=O)=O.[Na+].[Na+]>C1COCC1.O.CCOC(C)=O>[CH2:11]([N:13]1[CH2:14][CH2:15][N:16]([CH2:19][C:21]2[CH:26]=[CH:25][C:24]([C:27]3[NH:47][C:30]4[N:31]=[CH:32][N:33]=[C:34]([O:35][C:36]5[C:37]([F:46])=[C:38]6[C:42](=[CH:43][CH:44]=5)[NH:41][C:40]([CH3:45])=[CH:39]6)[C:29]=4[CH:28]=3)=[CH:23][CH:22]=2)[CH2:17][CH2:18]1)[CH3:12] |f:0.1,3.4,5.6.7|. Procedure details: 1.56 ml of diisobutyl-aluminium hydride (1 M in THF) are added to a solution of 130 mg (0.26 mMol) of (4-ethyl-piperazin-1-yl)-{4-[4-(4-fluoro-2-methyl-1H-indol-5-yloxy)-7H-pyrrolo[2,3-d]pyrimidin-6-yl]-phenyl}methanone in 13 ml of THF at −15° C. under a N2-atmosphere. After 3 h, 4 ml of EtOAc are added to the solution, followed by 0.2 ml of a saturated solution of NH4Cl in water. After adding solid Na2SO4, the reaction mixture is filtered through Celite. The filtrate is concentrated together wi... Starting materials: ClC1=C(C=CC(=O)C2=CC=CC=C2)C=CC=C1 (2-chlorobenzylideneacetophenone), C(C)OC(CC(N)=N)=O (amidinoacetic acid ethyl ester). Solvent: C(C)O (ethanol). Yields the product C(C)OC(=O)C1=C(NC(=CC1C1=C(C=CC=C1)Cl)C1=CC=CC=C1)N (2-amino-6-phenyl-4-(2-chlorophenyl)-1,4-dihydropyridine-3-carboxylic acid ethyl ester), alcohol. Yield: 68.0%. Reaction SMILES: [Cl:1][C:2]1[CH:17]=[CH:16][CH:15]=[CH:14][C:3]=1[CH:4]=[CH:5][C:6]([C:8]1[CH:13]=[CH:12][CH:11]=[CH:10][CH:9]=1)=O.[CH2:18]([O:20][C:21](=[O:26])[CH2:22][C:23](=[NH:25])[NH2:24])[CH3:19]>C(O)C>[CH2:18]([O:20][C:21]([C:22]1[CH:4]([C:3]2[CH:14]=[CH:15][CH:16]=[CH:17][C:2]=2[Cl:1])[CH:5]=[C:6]([C:8]2[CH:13]=[CH:12][CH:11]=[CH:10][CH:9]=2)[NH:24][C:23]=1[NH2:25])=[O:26])[CH3:19]. Procedure: Upon boiling a solution of 24.3 g of 2-chlorobenzylideneacetophenone and 13.0 g of amidinoacetic acid ethyl ester in 250 ml of ethanol for 3 hours, 2-amino-6-phenyl-4-(2-chlorophenyl)-1,4-dihydropyridine-3-carboxylic acid ethyl ester of melting point 196°C (alcohol) is obtained. Yield: 68 percent of theory.